From a dataset of the Open Reaction Database (ORD), a public repository of structured organic reaction records. describe an organic reaction: reactants, conditions, products, and yield The product is Cn1c(N2CCN(CCc3ccccc3OS(C)(=O)=O)CC2)cc(=O)n(C)c1=O. Reaction SMILES: [CH3:19][n:20]1[c:21](=[O:34])[n:22]([CH3:33])[c:23](=[O:32])[cH:24][c:25]1[N:26]1[CH2:27][CH2:28][NH:29][CH2:30][CH2:31]1.[CH3:1][S:2](=[O:3])(=[O:4])[O:5][c:6]1[c:7]([CH2:12][CH2:13][CH2:14][S:15]([O-:16])(=[O:17])=[O:18])[cH:8][cH:9][cH:10][cH:11]1.[CH:35]([Cl:36])([Cl:37])[Cl:38]>>[CH3:1][S:2](=[O:3])(=[O:4])[O:5][c:6]1[c:7]([CH2:12][CH2:13][N:29]2[CH2:28][CH2:27][N:26]([c:25]3[n:20]([CH3:19])[c:21](=[O:34])[n:22]([CH3:33])[c:23](=[O:32])[cH:24]3)[CH2:31][CH2:30]2)[cH:8][cH:9][cH:10][cH:11]1. Reactants: Cn1c(N2CCNCC2)cc(=O)n(C)c1=O, CS(=O)(=O)Oc1ccccc1CCCS(=O)(=O)[O-], ClC(Cl)Cl. As a reaction SMILES: [Br:16][CH2:17][c:18]1[cH:19][cH:20][cH:21][cH:22][cH:23]1.[C:3]([CH3:4])([CH3:5])([CH3:6])[O:7][C:8]([NH:9][n:10]1[cH:11][cH:12][cH:13][cH:14]1)=[O:15].[H-:1].[Na+:2].[O:24]=[CH:25][N:26]([CH3:27])[CH3:28]>>[C:3]([CH3:4])([CH3:5])([CH3:6])[O:7][C:8]([N:9]([n:10]1[cH:11][cH:12][cH:13][cH:14]1)[CH2:17][c:18]1[cH:19][cH:20][cH:21][cH:22][cH:23]1)=[O:15]. The product is CC(C)(C)OC(=O)N(Cc1ccccc1)n1cccc1. The reactants are BrCc1ccccc1, CC(C)(C)OC(=O)Nn1cccc1, [H-], [Na+], CN(C)C=O. Starting materials: CCO, CCOC(=O)c1c(OC)c2cc(Cl)ccc2c(=O)n1C, Cl, [Na+], C1CCOC1, [OH-], O. Product: COc1c(C(=O)O)n(C)c(=O)c2ccc(Cl)cc12. RXN SMILES: [CH3:30][CH2:31][OH:32].[Cl:1][c:2]1[cH:3][c:4]2[c:5]([O:19][CH3:20])[c:6]([C:14](=[O:15])[O:16][CH2:17][CH3:18])[n:7]([CH3:13])[c:8](=[O:12])[c:9]2[cH:10][cH:11]1.[ClH:24].[Na+:22].[O:25]1[CH2:26][CH2:27][CH2:28][CH2:29]1.[OH-:21].[OH2:23]>>[Cl:1][c:2]1[cH:3][c:4]2[c:5]([O:19][CH3:20])[c:6]([C:14](=[O:15])[OH:16])[n:7]([CH3:13])[c:8](=[O:12])[c:9]2[cH:10][cH:11]1. The reactants are C(C)(C)(C)OC(=O)N1CC2CC(=C(C(C1)N2C(=O)OC(C)(C)C)C(=O)O)C=2SC(=C(N2)C)CCO[Si](C)(C)C(C)(C)C (7-{5-[2-(tert-Butyldimethylsilanyloxy)ethyl]-4-methylthiazol-2-yl}-3,9-diazabicyclo[3.3.1]non-6-ene-3,6,9-tricarboxylic acid 3,9-di-tert-butyl ester), C1(CC1)NCC1=C(C(=CC=C1)OC)C (cyclopropyl-(3-methoxy-2-methylbenzyl)amine), CCN(C(C)C)C(C)C (DIPEA), C=1C=CC2=C(C1)N=NN2O (HOBt), CCN=C=NCCCN(C)C.Cl (EDC.HCl). Reagents/catalysts: CN(C)C=1C=CN=CC1 (DMAP). The solvent is C(Cl)Cl (CH2Cl2), C(Cl)Cl (CH2Cl2). Run at time 3 day. The product is C(C)(C)(C)OC(=O)N1CC2CC(=C(C(C1)N2C(=O)OC(C)(C)C)C(N(CC2=C(C(=CC=C2)OC)C)C2CC2)=O)C=2SC(=C(N2)C)CCO[Si](C)(C)C(C)(C)C (7-{5-[2-(tert-Butyldimethylsilanyloxy)ethyl]-4-methylthiazol-2-yl}-6-[cyclopropyl-(3-methoxy-2-methylbenzyl)carbamoyl]-3,9-diazabicyclo[3.3.1]non-6-ene-3,9-dicarboxylic acid di-tert-butyl ester). Yield: 73.1%. Reaction SMILES: [C:1]([O:5][C:6]([N:8]1[CH2:15][CH:14]2[N:16]([C:17]([O:19][C:20]([CH3:23])([CH3:22])[CH3:21])=[O:18])[CH:10]([CH2:11][C:12]([C:27]3[S:28][C:29]([CH2:33][CH2:34][O:35][Si:36]([C:39]([CH3:42])([CH3:41])[CH3:40])([CH3:38])[CH3:37])=[C:30]([CH3:32])[N:31]=3)=[C:13]2[C:24]([OH:26])=O)[CH2:9]1)=[O:7])([CH3:4])([CH3:3])[CH3:2].[CH:43]1([NH:46][CH2:47][C:48]2[CH:53]=[CH:52][CH:51]=[C:50]([O:54][CH3:55])[C:49]=2[CH3:56])[CH2:45][CH2:44]1.CCN(C(C)C)C(C)C.C1C=CC2N(O)N=NC=2C=1.CCN=C=NCCCN(C)C.Cl>CN(C1C=CN=CC=1)C.C(Cl)Cl>[C:1]([O:5][C:6]([N:8]1[CH2:15][CH:14]2[N:16]([C:17]([O:19][C:20]([CH3:23])([CH3:22])[CH3:21])=[O:18])[CH:10]([CH2:11][C:12]([C:27]3[S:28][C:29]([CH2:33][CH2:34][O:35][Si:36]([C:39]([CH3:42])([CH3:41])[CH3:40])([CH3:37])[CH3:38])=[C:30]([CH3:32])[N:31]=3)=[C:13]2[C:24](=[O:26])[N:46]([CH:43]2[CH2:45][CH2:44]2)[CH2:47][C:48]2[CH:53]=[CH:52][CH:51]=[C:50]([O:54][CH3:55])[C:49]=2[CH3:56])[CH2:9]1)=[O:7])([CH3:4])([CH3:2])[CH3:3] |f:4.5|. Reported procedure: A mixture of compound D1 (10.52 g, 13.6 mmol), cyclopropyl-(3-methoxy-2-methylbenzyl)amine (prepared by reductive amination from 3-methoxy-2-methylbenzaldehyde, Comins, D. L.; Brown, J. D., J. Org. Chem., 1989, 54, 3730 and cyclopropylamine, 6.54 g, 34.2 mmol), DIPEA (9.40 mL, 54.9 mmol), DMAP (417 mg, 3.40 mmol), HOBt (2.77 g, 20.5 mmol) and EDC.HCl (7.84 g, 40.9 mmol) in CH2Cl2 (150 mL) was stirred at rt for 3 days. The mixture was diluted with more CH2Cl2, and washed with aq. 1M HCl (3×) and ... Starting materials: O (water), OC=1C=C2CCC(C2=CC1)=O (5-hydroxy-2,3-dihydro-1H-inden-1-one), N1C=C(C2=CC=CC=C12)C=O (1H-indole-3-carboxaldehyde), [OH-].[Na+] (sodium hydroxide). The solvent is CO (methanol). Conditions: temperature 50 celsius, time 2 hour. Yields the product N1C=C(C2=CC=CC=C12)\C=C/1\C(C2=CC=C(C=C2C1)O)=O ((E)-2-[(1H-indol-3-yl)methylene]-5-hydroxy-2,3-dihydro-1H-inden-1-one). Yield: 81.7%. RXN SMILES: [OH:1][C:2]1[CH:3]=[C:4]2[C:8](=[CH:9][CH:10]=1)[C:7](=[O:11])[CH2:6][CH2:5]2.[NH:12]1[C:20]2[C:15](=[CH:16][CH:17]=[CH:18][CH:19]=2)[C:14]([CH:21]=O)=[CH:13]1.[OH-].[Na+].O>CO>[NH:12]1[C:20]2[C:15](=[CH:16][CH:17]=[CH:18][CH:19]=2)[C:14](/[CH:21]=[C:6]2/[C:7](=[O:11])[C:8]3[C:4]([CH2:5]/2)=[CH:3][C:2]([OH:1])=[CH:10][CH:9]=3)=[CH:13]1 |f:2.3|. Procedure details: A solution of 5-hydroxy-2,3-dihydro-1H-inden-1-one (0.30 g, 2.0 mmol) and 1H-indole-3-carboxaldehyde (0.32 g, 2.2 mmol) in methanol (10 mL) was added with 50% sodium hydroxide (0.34 mL), and the mixture was stirred at 50° C. for 2 hours. The reaction mixture was cooled to room temperature, and then added with water, and the precipitated solid was collected by filtration, and washed with methanol to obtain (E)-2-[(1H-indol-3-yl)methylene]-5-hydroxy-2,3-dihydro-1H-inden-1-one (0.45 g, 83%). Reactants: O (water), OS(=O)(=O)[O-].[K+] (KHSO4), C(OC1=C(C=C(C=C1)[N+](=O)[O-])CC1C2=C3C(=C4C(=C2C2=C5C(=C6C(=C12)C=CC=C6)C=CC=C5)C=CC=C4)C=CC=C3)([O-])=O (17-tetrabenzo(a,c,g,i)fluorenylmethyl-p-nitrophenyl carbonate), C(C)(=O)O.C(C)(C)(C)OC(CN)=O (glycine tert-butyl ester acetate salt), N,N′-dimethyl aniline. The solvent is ClCCl (dichloromethane). Run at time 72 hour. Yields the product C(C)(C)(C)OC(CNC(=O)OCC1C2=C3C(=C4C(=C2C2=C5C(=C6C(=C12)C=CC=C6)C=CC=C5)C=CC=C4)C=CC=C3)=O (Nα-17-Tetrabenzo(a,c,g,i)fluorenylmethoxycarbonyl glycine tert-butyl ester). The yield is 79.0%. As a reaction SMILES: C(=O)([O-])OC1C=CC([N+]([O-])=O)=CC=1[CH2:12][CH:13]1[C:25]2[C:20](=[C:21]3[CH:33]=[CH:32][CH:31]=[CH:30][C:22]3=[C:23]3[CH:29]=[CH:28][CH:27]=[CH:26][C:24]3=2)[C:19]2[C:14]1=[C:15]1[CH:41]=[CH:40][CH:39]=[CH:38][C:16]1=[C:17]1[CH:37]=[CH:36][CH:35]=[CH:34][C:18]1=2.[C:44]([OH:47])(=[O:46])C.[C:48]([O:52][C:53](=[O:56])[CH2:54][NH2:55])([CH3:51])([CH3:50])[CH3:49].O.OS([O-])(=O)=O.[K+]>ClCCl>[C:48]([O:52][C:53](=[O:56])[CH2:54][NH:55][C:44]([O:47][CH2:12][CH:13]1[C:14]2[C:19](=[C:18]3[CH:34]=[CH:35][CH:36]=[CH:37][C:17]3=[C:16]3[CH:38]=[CH:39][CH:40]=[CH:41][C:15]3=2)[C:20]2[C:25]1=[C:24]1[CH:26]=[CH:27][CH:28]=[CH:29][C:23]1=[C:22]1[CH:30]=[CH:31][CH:32]=[CH:33][C:21]1=2)=[O:46])([CH3:51])([CH3:50])[CH3:49] |f:1.2,4.5|. Procedure: To a solution of 17-tetrabenzo(a,c,g,i)fluorenylmethyl-p-nitrophenyl carbonate (39.2 mg, 0.07 mmol) and glycine tert-butyl ester acetate salt (14.7 mg, 0.077 mmol; 1.1 equiv.) in dichloromethane (1.5 ml) was added N,N′-dimethyl aniline (18 μl, 0.14 mmol; 2 equiv). The reaction mixture was stirred at room temperature, under nitrogen, for 72 h. After addition of water (10 ml) and acidification with KHSO4 (2M; pH=1), the reaction mixture was extracted with dichloromethane (3×15 ml), washed with wat... Conditions: time 30 minute. Reaction SMILES: [H-].[Na+:2].CN(C=O)C.[C:8]([O:16][CH2:17][CH3:18])(=[O:15])[CH2:9][C:10]([O:12][CH2:13][CH3:14])=[O:11]>CCCCCCC>[Na:2][CH:9]([C:10]([O:12][CH2:13][CH3:14])=[O:11])[C:8]([O:16][CH2:17][CH3:18])=[O:15] |f:0.1|. Run in CCCCCCC (heptane). The product is [Na]C(C(=O)OCC)C(=O)OCC (diethyl sodiomalonate). Procedure: Wash 29 g (2 equiv.) of NaH (60% dispersion in oil) with heptane (2×80 mL). Combine the washed Nail with 60 mL of DMF, then slowly add 11.0 g (68.8 mmol) of diethyl malonate while keeping the reaction temperature below 30° C. Stir the resulting mixture for 30 min to form a solution of diethyl sodiomalonate. Starting materials: CN(C)C=O (DMF), [H-].[Na+] (NaH), C(CC(=O)OCC)(=O)OCC (diethyl malonate). Reactants: CCCCCCCCCc1ccc(O)cc1, CC(=O)O, C[O-], Cc1ccccc1, CO, C[O-], [Mg+2], [Mg], O, O=S(=O)(O)O. Product: CCCCCCCCCc1ccc(O)c(C=O)c1. RXN SMILES: [CH2:7]([CH2:8][CH2:9][CH2:10][CH2:11][CH2:12][CH2:13][CH2:14][CH3:15])[c:16]1[cH:17][cH:18][c:19]([OH:22])[cH:20][cH:21]1.[CH3:29][C:30](=[O:31])[OH:32].[CH3:2][O-:3].[CH3:33][c:34]1[cH:35][cH:36][cH:37][cH:38][cH:39]1.[CH3:40][OH:41].[CH3:5][O-:6].[Mg+2:4].[Mg:1].[OH2:28].[S:23](=[O:24])(=[O:25])([OH:26])[OH:27]>>[CH:2](=[O:3])[c:18]1[cH:17][c:16]([CH2:7][CH2:8][CH2:9][CH2:10][CH2:11][CH2:12][CH2:13][CH2:14][CH3:15])[cH:21][cH:20][c:19]1[OH:22]. Starting materials: C(C)(=O)OC(C)=O (acetic anhydride), CC1=[N+](C=CC(=C1)[N+](=O)[O-])[O-] (2-methyl-4-nitropyridine N-oxide). The solvent is C(C)O (ethanol). Reaction conditions: temperature 80 celsius, time 20 minute. Product: C(C)(=O)OCC1=NC=CC(=C1)[N+](=O)[O-] (2-Acetoxymethyl-4-nitropyridine). RXN SMILES: [C:1]([O:4][C:5](=[O:7])[CH3:6])(=O)[CH3:2].CC1[CH:14]=[C:13]([N+:15]([O-:17])=[O:16])[CH:12]=[CH:11][N+:10]=1[O-]>C(O)C>[C:5]([O:4][CH2:1][C:2]1[CH:14]=[C:13]([N+:15]([O-:17])=[O:16])[CH:12]=[CH:11][N:10]=1)(=[O:7])[CH3:6]. Procedure details: 200 mL of acetic anhydride was heated to 100° C., followed by gradual addition of 2-methyl-4-nitropyridine N-oxide (25.0 g, 162 mmol). After the addition, the mixture was gradually heated, and was kept at 130° C. for 20 minutes. Then, the reaction mixture was cooled to 80° C., followed by dropwise addition of 200 mL of ethanol to stop the reaction. Starting materials: FC=1C=C(COC2=CC=C(C=O)C=C2)C=CC1 (4-(3-fluorobenzyloxy)benzaldehyde), solution, N[C@@H]1C(NCC1)=O ((S)-3-aminopyrrolidin-2-one), CS(=O)(=O)O (methanesulfonic acid), [BH3-]C#N.[Na+] (NaBH3CN). The solvent is CO (methanol), CO (methanol). Conditions: time 10 minute. Product: FC=1C=C(COC2=CC=C(CN[C@@H]3C(NCC3)=O)C=C2)C=CC1 ((S)-3-[4-(3-Fluorobenzyloxy)-benzylamino]-pyrrolidin-2-one). As a reaction SMILES: [NH2:1][C@H:2]1[CH2:6][CH2:5][NH:4][C:3]1=[O:7].[BH3-]C#N.[Na+].[F:12][C:13]1[CH:14]=[C:15]([CH:26]=[CH:27][CH:28]=1)[CH2:16][O:17][C:18]1[CH:25]=[CH:24][C:21]([CH:22]=O)=[CH:20][CH:19]=1.CS(O)(=O)=O>CO>[F:12][C:13]1[CH:14]=[C:15]([CH:26]=[CH:27][CH:28]=1)[CH2:16][O:17][C:18]1[CH:25]=[CH:24][C:21]([CH2:22][NH:1][C@H:2]2[CH2:6][CH2:5][NH:4][C:3]2=[O:7])=[CH:20][CH:19]=1 |f:1.2|. Reported procedure: To a 2M solution of (S)-3-aminopyrrolidin-2-one (1.47 g, 14.6 mmol), prepared as described in Example 5, in anhydrous methanol 2.0 g of 3 Å molecular sieves and 0.77 g NaBH3CN (12 mmol) were added; after 10 minutes, 3.4 g (14.8 mmol) of 4-(3-fluorobenzyloxy)benzaldehyde in 40 ml of anhydrous methanol were added. The reaction was carried out for 3 hours, then the mixture filtered, the solution was evaporated yielding a residue which was directly flash-chromatographed on silica gel (eluant: CHCl3:...